From a dataset of the Open Reaction Database (ORD), a public repository of structured organic reaction records. describe an organic reaction: reactants, conditions, products, and yield Reactants: N1(CCCCC1)CCCN1C(C2=CC=CC=C2C(=C1)C1=CC=CC=C1)=O (2-(3-piperidinopropyl)-4-phenyl-1(2H)-isoquinolone), C(\C=C/C(=O)O)(=O)O (maleic acid). The solvent is C(C)(=O)OCC (ethyl acetate). Product: C(\C=C/C(=O)O)(=O)O.N1(CCCCC1)CCCN1C(C2=CC=CC=C2C(=C1)C1=CC=CC=C1)=O (2-(3-piperidinopropyl)-4-phenyl-1(2H)-isoquinolone maleate). Yield: 87.9%. RXN SMILES: [N:1]1([CH2:7][CH2:8][CH2:9][N:10]2[CH:19]=[C:18]([C:20]3[CH:25]=[CH:24][CH:23]=[CH:22][CH:21]=3)[C:17]3[C:12](=[CH:13][CH:14]=[CH:15][CH:16]=3)[C:11]2=[O:26])[CH2:6][CH2:5][CH2:4][CH2:3][CH2:2]1.[C:27]([OH:34])(=[O:33])/[CH:28]=[CH:29]\[C:30]([OH:32])=[O:31]>C(OCC)(=O)C>[C:27]([OH:34])(=[O:33])/[CH:28]=[CH:29]\[C:30]([OH:32])=[O:31].[N:1]1([CH2:7][CH2:8][CH2:9][N:10]2[CH:19]=[C:18]([C:20]3[CH:21]=[CH:22][CH:23]=[CH:24][CH:25]=3)[C:17]3[C:12](=[CH:13][CH:14]=[CH:15][CH:16]=3)[C:11]2=[O:26])[CH2:6][CH2:5][CH2:4][CH2:3][CH2:2]1 |f:3.4|. Procedure: Then, 10.4 g of 2-(3-piperidinopropyl)-4-phenyl-1(2H)-isoquinolone was dissolved in 80 ml of ethyl acetate and 4 g of maleic acid was added to the solution, followed by stirring while warming. After cooling, the precipitated crystals were filtered and recrystallized from a mixture of diethyl ether and petroleum ether to obtain 12.2 g of 2-(3-piperidinopropyl)-4-phenyl-1(2H)-isoquinolone maleate having a melting point of 160.5° C. as colorless prisms.